From a dataset of the Open Reaction Database (ORD), a public repository of structured organic reaction records. describe an organic reaction: reactants, conditions, products, and yield Starting materials: Cc1cc(C)c(S(=O)(=O)NC(Cc2c[nH]c3cccc(OCc4ccccc4)c23)C(F)(F)F)c(C)c1, CO, O=C[O-], [NH4+]. Yields the product Cc1cc(C)c(S(=O)(=O)NC(Cc2c[nH]c3cccc(O)c23)C(F)(F)F)c(C)c1. As a reaction SMILES: [CH2:1]([c:2]1[cH:3][cH:4][cH:5][cH:6][cH:7]1)[O:8][c:9]1[c:10]2[c:11]([CH2:18][CH:19]([C:20]([F:21])([F:22])[F:23])[NH:24][S:25](=[O:26])(=[O:27])[c:28]3[c:29]([CH3:36])[cH:30][c:31]([CH3:35])[cH:32][c:33]3[CH3:34])[cH:12][nH:13][c:14]2[cH:15][cH:16][cH:17]1.[CH3:41][OH:42].[CH:37]([O-:38])=[O:39].[NH4+:40]>>[OH:8][c:9]1[c:10]2[c:11]([CH2:18][CH:19]([C:20]([F:21])([F:22])[F:23])[NH:24][S:25](=[O:26])(=[O:27])[c:28]3[c:29]([CH3:36])[cH:30][c:31]([CH3:35])[cH:32][c:33]3[CH3:34])[cH:12][nH:13][c:14]2[cH:15][cH:16][cH:17]1. The reactants are NC(=O)CCC(=O)NBr, CCCS(=O)(=O)c1ccc(C)cc1NC(C)=O, O=S(=O)(O)O. Product: CCCS(=O)(=O)c1cc(Br)c(C)cc1NC(C)=O. RXN SMILES: [Br:18][NH:19][C:20](=[O:21])[CH2:22][CH2:23][C:24]([NH2:25])=[O:26].[CH3:1][c:2]1[cH:3][cH:4][c:5]([S:12](=[O:13])(=[O:14])[CH2:15][CH2:16][CH3:17])[c:6]([NH:8][C:9]([CH3:10])=[O:11])[cH:7]1.[S:27](=[O:28])(=[O:29])([OH:30])[OH:31]>>[CH3:1][c:2]1[c:3]([Br:18])[cH:4][c:5]([S:12](=[O:13])(=[O:14])[CH2:15][CH2:16][CH3:17])[c:6]([NH:8][C:9]([CH3:10])=[O:11])[cH:7]1. As a reaction SMILES: [C:1]([C:5]1[CH:10]=[C:9]([C:11]([CH3:14])([CH3:13])[CH3:12])[CH:8]=[C:7]([C:15]([CH3:18])([CH3:17])[CH3:16])[C:6]=1[OH:19])([CH3:4])([CH3:3])[CH3:2].[OH-].[K+:21]>C1(C)C=CC=CC=1>[C:1]([C:5]1[CH:10]=[C:9]([C:11]([CH3:14])([CH3:13])[CH3:12])[CH:8]=[C:7]([C:15]([CH3:18])([CH3:17])[CH3:16])[C:6]=1[O-:19])([CH3:4])([CH3:3])[CH3:2].[K+:21] |f:1.2,4.5|. Reactants: C(C)(C)(C)C1=C(C(=CC(=C1)C(C)(C)C)C(C)(C)C)O (2,4,6-tri-tert-butylphenol), [OH-].[K+] (potassium hydroxide). Reported procedure: A dispersion of potassium 2,4,6-tri-tert-butylphenolate was prepared using the procedure of Example 2 starting from 21.6 grams of 2,4,6-tri-tert-butylphenol, 9.7 grams of a 46.3% aqueous potassium hydroxide solution and 250 ml of toluene. The product is C(C)(C)(C)C1=C(C(=CC(=C1)C(C)(C)C)C(C)(C)C)[O-].[K+] (potassium 2,4,6-tri-tert-butylphenolate). Solvent: C1(=CC=CC=C1)C (toluene). Procedure details: 1-Ethyl-7-fluoro-8-(4-methyl-1-piperazinyl)-4-oxo-1,4-dihydro-benzo[b][1,8]naphthyridine-3-carboxylic acid is prepared under the conditions of Reference Example 5 but starting from 1.6 g of 8-chloro-1-ethyl-7-fluoro-4-oxo-1,4-dihydro-benzo[b][1,8]naphthyridine-3-carboxylic acid and 4.5 g of 4-methylpiperazine in 16 cm3 of pyridine After recrystallizing 4 times from, in total, 120 cm3 of dimethylformamide, 1.2 g of 1-ethyl-7-fluoro-8-(4-methyl-1-piperazinyl)-4-oxo-1,4-dihydro-benzo[b][1,8]naphthy... The solvent is N1=CC=CC=C1 (pyridine). RXN SMILES: Cl[C:2]1[C:3]([F:22])=[CH:4][C:5]2[C:6]([CH:21]=1)=[N:7][C:8]1[N:9]([CH2:19][CH3:20])[CH:10]=[C:11]([C:16]([OH:18])=[O:17])[C:12](=[O:15])[C:13]=1[CH:14]=2.[CH3:23][N:24]1[CH2:29][CH2:28][NH:27][CH2:26][CH2:25]1>N1C=CC=CC=1>[CH2:19]([N:9]1[C:8]2[N:7]=[C:6]3[CH:21]=[C:2]([N:27]4[CH2:28][CH2:29][N:24]([CH3:23])[CH2:25][CH2:26]4)[C:3]([F:22])=[CH:4][C:5]3=[CH:14][C:13]=2[C:12](=[O:15])[C:11]([C:16]([OH:18])=[O:17])=[CH:10]1)[CH3:20]. The reactants are ClC=1C(=CC=2C(=NC=3N(C=C(C(C3C2)=O)C(=O)O)CC)C1)F (8-chloro-1-ethyl-7-fluoro-4-oxo-1,4-dihydro-benzo[b][1,8]naphthyridine-3-carboxylic acid), CN1CCNCC1 (4-methylpiperazine). Yields the product C(C)N1C=C(C(C=2C=C3C(=NC12)C=C(C(=C3)F)N3CCN(CC3)C)=O)C(=O)O (1-Ethyl-7-fluoro-8-(4-methyl-1-piperazinyl)-4-oxo-1,4-dihydro-benzo[b][1,8]naphthyridine-3-carboxylic acid), solid. The reactants are BrC1=CC=C(C=C1)C=1OC(=C(N1)CC(=O)O)C (2-(4-bromophenyl)-5-methyl-4-oxazoleacetic acid), solution, (EtOH)max, [K+].[Br-] (KBr). Solvent: C1CCOC1 (THF), C1CCOC1 (THF), CO.C(Cl)Cl (MeOH CH2Cl2). Reaction conditions: time 2 hour. Product: BrC1=CC=C(C=C1)C=1OC(=C(N1)CCO)C (2-(4-Bromophenyl)-5-methyl-4-oxazoleethanol). Reaction SMILES: [Br:1][C:2]1[CH:7]=[CH:6][C:5]([C:8]2[O:9][C:10]([CH3:17])=[C:11]([CH2:13][C:14](O)=[O:15])[N:12]=2)=[CH:4][CH:3]=1.[K+].[Br-]>C1COCC1.CO.C(Cl)Cl>[Br:1][C:2]1[CH:3]=[CH:4][C:5]([C:8]2[O:9][C:10]([CH3:17])=[C:11]([CH2:13][CH2:14][OH:15])[N:12]=2)=[CH:6][CH:7]=1 |f:1.2,4.5|. Procedure: A solution of 2-(4-bromophenyl)-5-methyl-4-oxazoleacetic acid (39.1 g, 0.13 mol) in dry THF (175 mL) was treated dropwise with borane-THF complex (227 mL of a 1.0 M solution in THF, 1.3 mol) over 2 h (reaction temperature to 35° C.). After stirring 2 h at room temperature under N2, the reaction was quenched with slow addition of methanol (60 mL) and stirred overnight at room temperature. The reaction was diluted with 1 N NaOH (50 mL) and extracted with CH2Cl2 (2×200 mL). The organic layer was wa... Reactants: [F-].C(CCC)[N+](CCCC)(CCCC)CCCC (Tetrabutyl ammonium fluoride), COC(=O)C1CC2CCCC(C1)C2N2C(C(C(C2)C(O[SiH2]C(C)(C)C)(C2=CC=CC=C2)C2=CC=CC=C2)(C)C)=O (9-[4-(tert-Butyl-diphenyl-silanyloxymethyl)-3 3-dimethyl-2-oxo-pyrrolidin-1-yl]-bicyclo[3.3.1]nonane-3-carboxylic acid methyl ester). The solvent is O1CCCC1 (tetrahydrofuran). Conditions: time 2 hour. The product is COC(=O)C1CC2CCCC(C1)C2N2C(C(C(C2)CO)(C)C)=O (9-(4-Hydroxymethyl-3,3-dimethyl-2-oxo-pyrrolidin-1-yl)-bicyclo[3.3.1]nonane-3-carboxylic acid methyl ester). RXN SMILES: [F-].C([N+](CCCC)(CCCC)CCCC)CCC.[CH3:19][O:20][C:21]([CH:23]1[CH2:30][CH:29]2[CH:31]([N:32]3[CH2:36][CH:35]([C:37](C4C=CC=CC=4)(C4C=CC=CC=4)[O:38][SiH2]C(C)(C)C)[C:34]([CH3:57])([CH3:56])[C:33]3=[O:58])[CH:25]([CH2:26][CH2:27][CH2:28]2)[CH2:24]1)=[O:22]>O1CCCC1>[CH3:19][O:20][C:21]([CH:23]1[CH2:30][CH:29]2[CH:31]([N:32]3[CH2:36][CH:35]([CH2:37][OH:38])[C:34]([CH3:56])([CH3:57])[C:33]3=[O:58])[CH:25]([CH2:26][CH2:27][CH2:28]2)[CH2:24]1)=[O:22] |f:0.1|. Procedure: Tetrabutyl ammonium fluoride (3.2 mL, 1 M in tetrahydrofuran, 3.2 mmol) was added to a stirred solution of Example 7C (0.9 g, 1.56 mmol) in tetrahydrofuran at room temperature. The resulting solution was stirred for two hours and then partitioned with ethyl acetate and water. The organic phase was washed with brine, dried (MgSO4), filtered, and evaporated. The residue was purified over silica gel using 20-100% ethyl acetate in hexanes to give the title product as a white solid. The reactants are CO (methanol), ClC1=CC=C(C=C1)C=1C(=NC(=C(C(=O)O)C1)C)C1=CC=C(C=C1)C(F)(F)F (5-(4-Chloro-phenyl)-2-methyl-6-(4-trifluoromethyl-phenyl)-nicotinic acid), solution, B (borane). The solvent is C1CCOC1 (THF), C1CCOC1 (THF). The product is ClC1=CC=C(C=C1)C=1C=C(C(=NC1C1=CC=C(C=C1)C(F)(F)F)C)CO ([5-(4-Chloro-phenyl)-2-methyl-6-(4-trifluoromethyl-phenyl)-pyridin-3-yl]-methanol). As a reaction SMILES: [Cl:1][C:2]1[CH:7]=[CH:6][C:5]([C:8]2[C:9]([C:18]3[CH:23]=[CH:22][C:21]([C:24]([F:27])([F:26])[F:25])=[CH:20][CH:19]=3)=[N:10][C:11]([CH3:17])=[C:12]([CH:16]=2)[C:13](O)=[O:14])=[CH:4][CH:3]=1.B.CO>C1COCC1>[Cl:1][C:2]1[CH:3]=[CH:4][C:5]([C:8]2[CH:16]=[C:12]([CH2:13][OH:14])[C:11]([CH3:17])=[N:10][C:9]=2[C:18]2[CH:19]=[CH:20][C:21]([C:24]([F:25])([F:26])[F:27])=[CH:22][CH:23]=2)=[CH:6][CH:7]=1. Reported procedure: To a solution of 1.6 g of 5-(4-Chloro-phenyl)-2-methyl-6-(4-trifluoromethyl-phenyl)-nicotinic acid in 38 ml of THF, were added dropwise 12 ml of a 1M solution of borane in THF at room temperature. Then, the reaction mixture was heated to reflux for 5 h. The reaction mixture was cooled to room temperature and 20 ml of methanol were carefully added. The solvents were removed under reduced pressure and the residue was dissolved in ethyl acetate. The organic layer was washed with 1 M hydrochloric ac...